This data is from the Open Reaction Database (ORD), a public repository of structured organic reaction records. The task is: describe an organic reaction: reactants, conditions, products, and yield Reaction conditions: temperature 100 celsius. Reagents/catalysts: C=1C=CC(=CC1)[P](C=2C=CC=CC2)(C=3C=CC=CC3)[Pd]([P](C=4C=CC=CC4)(C=5C=CC=CC5)C=6C=CC=CC6)([P](C=7C=CC=CC7)(C=8C=CC=CC8)C=9C=CC=CC9)[P](C=1C=CC=CC1)(C=1C=CC=CC1)C=1C=CC=CC1 (Pd(Ph3P)4). Reaction SMILES: [Cl:1][C:2]1[C:3](C2OC(C)(C)C(C)(C)O2)=[CH:4][C:5]([S:9]([N:12]2[CH2:18][CH2:17][CH2:16][CH2:15][C:14]3[CH:19]=[CH:20][CH:21]=[CH:22][C:13]2=3)(=[O:11])=[O:10])=[C:6]([OH:8])[CH:7]=1.Br[C:33]1[C:34]([CH3:41])=[CH:35][C:36]([C:39]#[N:40])=[N:37][CH:38]=1.C([O-])([O-])=O.[K+].[K+]>O1CCOCC1.O.C1C=CC([P]([Pd]([P](C2C=CC=CC=2)(C2C=CC=CC=2)C2C=CC=CC=2)([P](C2C=CC=CC=2)(C2C=CC=CC=2)C2C=CC=CC=2)[P](C2C=CC=CC=2)(C2C=CC=CC=2)C2C=CC=CC=2)(C2C=CC=CC=2)C2C=CC=CC=2)=CC=1>[Cl:1][C:2]1[CH:7]=[C:6]([OH:8])[C:5]([S:9]([N:12]2[CH2:18][CH2:17][CH2:16][CH2:15][C:14]3[CH:19]=[CH:20][CH:21]=[CH:22][C:13]2=3)(=[O:11])=[O:10])=[CH:4][C:3]=1[C:33]1[C:34]([CH3:41])=[CH:35][C:36]([C:39]#[N:40])=[N:37][CH:38]=1 |f:2.3.4,^1:58,60,79,98|. Starting materials: ClC=1C(=CC(=C(C1)O)S(=O)(=O)N1C2=C(CCCC1)C=CC=C2)C2OC(C(O2)(C)C)(C)C (5-Chloro-2-(2,3,4,5-tetrahydro-benzo[b]azepine-1-sulfonyl)-4-(4,4,5,5-tetramethyl-[1,3]dioxolan-2-yl)-phenol), BrC=1C(=CC(=NC1)C#N)C (5-bromo-4-methyl-pyridine-2-carbonitrile), C(=O)([O-])[O-].[K+].[K+] (K2CO3). Product: ClC1=C(C=C(C(=C1)O)S(=O)(=O)N1C2=C(CCCC1)C=CC=C2)C=2C(=CC(=NC2)C#N)C (5-[2-chloro-4-hydroxy-5-(2,3,4,5-tetrahydro-benzo[b]azepine-1-sulfonyl)-phenyl]-4-methyl-pyridine-2-carbonitrile). Solvent: O1CCOCC1 (dioxane), O (water). Reported procedure: 5-Chloro-2-(2,3,4,5-tetrahydro-benzo[b]azepine-1-sulfonyl)-4-(4,4,5,5-tetramethyl-[1,3]dioxolan-2-yl)-phenol (153.0 mg, 0.33 mmol), 5-bromo-4-methyl-pyridine-2-carbonitrile (60 mg, 0.30 mmol), Pd(Ph3P)4 (38 mg, 0.03 mmol) and K2CO3 (138 mg, 1.0 mmol) in a mixture of dioxane (4 mL) and water (0.4 mL) was degassed with N2 for 5 min. The reaction vessel was sealed and then heated at 100° C. for 16 hrs. The mixture was then partitioned between ethyl acetate (20 mL) and water (10 mL). The organic lay... Isolated yield 73.4%.